This data is from the Open Reaction Database (ORD), a public repository of structured organic reaction records. The task is: describe an organic reaction: reactants, conditions, products, and yield The reactants are solution, [OH-].[Na+] (sodium hydroxide), O (water), FC1=C(OC2=C(C(=NC=3N2N=C(C3)C)C)C=3C2=C(C(N(C3)C)=O)N(C=C2)S(=O)(=O)C2=CC=C(C=C2)C)C=CC(=C1)F (4-[7-(2,4-difluorophenoxy)-2,5-dimethylpyrazolo[1,5-a]pyrimidin-6-yl]-6-methyl-1-[(4-methylphenyl)sulfonyl]-1,6-dihydro-7H-pyrrolo[2,3-c]pyridin-7-one). Run in C(C)O (ethanol). Run at temperature 55 celsius, time 30 minute. Product: C(C)OC1=C(C(=NC=2N1N=C(C2)C)C)C=2C1=C(C(N(C2)C)=O)NC=C1 (4-(7-Ethoxy-2,5-dimethylpyrazolo[1,5-a]pyrimidin-6-yl)-6-methyl-1,6-dihydro-7H-pyrrolo[2,3-c]pyridin-7-one). The yield is 35.1%. As a reaction SMILES: F[C:2]1C=C(F)C=C[C:3]=1[O:4][C:5]1[N:10]2[N:11]=[C:12]([CH3:14])[CH:13]=[C:9]2[N:8]=[C:7]([CH3:15])[C:6]=1[C:16]1[C:17]2[CH:26]=[CH:25][N:24](S(C3C=CC(C)=CC=3)(=O)=O)[C:18]=2[C:19](=[O:23])[N:20]([CH3:22])[CH:21]=1.[OH-].[Na+].O>C(O)C>[CH2:3]([O:4][C:5]1[N:10]2[N:11]=[C:12]([CH3:14])[CH:13]=[C:9]2[N:8]=[C:7]([CH3:15])[C:6]=1[C:16]1[C:17]2[CH:26]=[CH:25][NH:24][C:18]=2[C:19](=[O:23])[N:20]([CH3:22])[CH:21]=1)[CH3:2] |f:1.2|. Reported procedure: A suspension of 4-[7-(2,4-difluorophenoxy)-2,5-dimethylpyrazolo[1,5-a]pyrimidin-6-yl]-6-methyl-1-[(4-methylphenyl)sulfonyl]-1,6-dihydro-7H-pyrrolo[2,3-c]pyridin-7-one (29.1 mg, 50.6 μmol) in ethanol (1.0 mL) was treated with a 3.0 M solution of sodium hydroxide in water (0.254 mL, 0.762 mmol), then warmed to 55° C. and stirred at that temperature for 30 min. The reaction mixture was purified via preparative LCMS (XBridge C18 column, eluting with a gradient of acetonitrile/water 0.1% ammonium hyd... The reactants are ClC1=CC(=NC=2N1N=C(C2)C2CC2)NC(C2=CC=C(C=C2)C(C)(C)O)=O (N-(7-chloro-2-cyclopropylpyrazolo[1,5-a]pyrimidin-5-yl)-4-(2-hydroxypropan-2-yl)benzamide), N1CCOCC1 (morpholine). Solvent: CN1CCCC1=O (NMP). The product is C(C)C1=NN2C(N=C(C=C2N2CCOCC2)NC(C2=CC=C(C=C2)C(C)(C)O)=O)=C1 (N-(2-ethyl-7-morpholinopyrazolo[1,5-a]pyrimidin-5-yl)-4-(2-hydroxypropan-2-yl)benzamide). The yield is 50.0%. Reaction SMILES: Cl[C:2]1[N:7]2[N:8]=[C:9]([CH:11]3[CH2:13]C3)[CH:10]=[C:6]2[N:5]=[C:4]([NH:14][C:15](=[O:26])[C:16]2[CH:21]=[CH:20][C:19]([C:22]([OH:25])([CH3:24])[CH3:23])=[CH:18][CH:17]=2)[CH:3]=1.[NH:27]1[CH2:32][CH2:31][O:30][CH2:29][CH2:28]1>CN1C(=O)CCC1>[CH2:11]([C:9]1[CH:10]=[C:6]2[N:5]=[C:4]([NH:14][C:15](=[O:26])[C:16]3[CH:17]=[CH:18][C:19]([C:22]([OH:25])([CH3:23])[CH3:24])=[CH:20][CH:21]=3)[CH:3]=[C:2]([N:27]3[CH2:32][CH2:31][O:30][CH2:29][CH2:28]3)[N:7]2[N:8]=1)[CH3:13]. Procedure details: In a 2 mL microwave vial was placed N-(7-chloro-2-cyclopropylpyrazolo[1,5-a]pyrimidin-5-yl)-4-(2-hydroxypropan-2-yl)benzamide (2H, 75 mg, 0.21 mmol) and morpholine (36 mg, 0.42 mmol). To the sealed vial was then added NMP (2 ml) and the mixture was then heated in the microwave at 120° C. for 30 minutes. After cooling to room temperature, the reaction mixture was partitioned between brine and EtOAc. The aqueous layer was extracted once more with EtOAc, and the combined organic layers were dried o... Starting materials: C1(=CC=CC=C1)[C@H]([C@H](C)N(CC1=CC=CC=C1)CC1=CC=CC=C1)O ((1R,2S)-1-phenyl-2-(N,N-dibenzylamino)-1-propanol), C(=O)O (formic acid), [H][H] (hydrogen). Reagents/catalysts: [Pd] (palladium black). Run in CO (methanol), CO (methanol). Reaction conditions: time 1 hour. The product is C[C@H]([C@H](C1=CC=CC=C1)O)N (norephedrine). As a reaction SMILES: [C:1]1([C@@H:7]([OH:25])[C@@H:8]([N:10](CC2C=CC=CC=2)CC2C=CC=CC=2)[CH3:9])[CH:6]=[CH:5][CH:4]=[CH:3][CH:2]=1.C(O)=O.[H][H]>CO.[Pd]>[CH3:9][C@@H:8]([NH2:10])[C@@H:7]([OH:25])[C:1]1[CH:2]=[CH:3][CH:4]=[CH:5][CH:6]=1. Procedure: To remove the benzyl group, 3.9 mmol of (1R,2S)-1-phenyl-2-(N,N-dibenzylamino)-1-propanol are dissolved in 5 ml of methanol. This solution is added to a mixture of 40 ml of methanol, 10.6 g of formic acid and 50 mg of palladium black. The air is displaced from the reaction vessel using hydrogen. After hydrogenation for 1 hour, the palladium catalyst is filtered off, and the solution is concentrated in vacuo. The residue is taken up in 10 ml of methanol and stirred with 1 g of silica gel and 5 dr... Starting materials: ice, [H-].[Na+] (NaH), C(#N)CC=1C=CC(=C(C#N)C1)F (5-(cyanomethyl)-2-fluorobenzonitrile), ClC=1N=NC(=CC1C(C)C)Cl (3,6-dichloro-4-isopropylpyridazine). The solvent is C1CCOC1 (THF). Conditions: temperature 0 celsius, time 15 minute. Product: ClC1=C(C=C(N=N1)C(C=1C=CC(=C(C#N)C1)F)C#N)C(C)C (5-[(6-Chloro-5-isopropylpyridazin-3-yl)(cyano)methyl]-2-fluorobenzonitrile). RXN SMILES: [C:1]([CH2:3][C:4]1[CH:5]=[CH:6][C:7]([F:12])=[C:8]([CH:11]=1)[C:9]#[N:10])#[N:2].[Cl:13][C:14]1[N:15]=[N:16][C:17](Cl)=[CH:18][C:19]=1[CH:20]([CH3:22])[CH3:21].[H-].[Na+]>C1COCC1>[Cl:13][C:14]1[N:15]=[N:16][C:17]([CH:3]([C:1]#[N:2])[C:4]2[CH:5]=[CH:6][C:7]([F:12])=[C:8]([CH:11]=2)[C:9]#[N:10])=[CH:18][C:19]=1[CH:20]([CH3:22])[CH3:21] |f:2.3|. Procedure: To an ice-cold solution of 5-(cyanomethyl)-2-fluorobenzonitrile (1 eq) and 3,6-dichloro-4-isopropylpyridazine (1.3 eq) (Reference: Org. Prep.+Proc. Int. 1988, 20, 117 and U.S. Pat. No. 4,628,088, 1986) in THF (38 mL, 0.1 M) was added portionwise NaH (1 eq). The reaction was stirred at 0° C. for 15 min and then warmed to RT and stirred for 2 hrs. The reaction was quenched with a sat. aq. NaHCO3 and extracted with EtOAc. The combined organic fractions were washed with brine, dried (Na2SO4) and con... The reactants are CCOC(=O)C(C)(C)Br, O=C([O-])[O-], CCCCc1ccc(O)cc1OCCc1nc(-c2ccccc2)oc1C, [Cs+], [Cs+], CN(C)C=O. Product: CCCCc1ccc(OC(C)(C)C(=O)OCC)cc1OCCc1nc(-c2ccccc2)oc1C. RXN SMILES: [Br:27][C:28]([C:29](=[O:30])[O:31][CH2:32][CH3:33])([CH3:34])[CH3:35].[C:36](=[O:37])([O-:38])[O-:39].[CH2:1]([CH2:2][CH2:3][CH3:4])[c:5]1[c:6]([O:12][CH2:13][CH2:14][c:15]2[n:16][c:17](-[c:21]3[cH:22][cH:23][cH:24][cH:25][cH:26]3)[o:18][c:19]2[CH3:20])[cH:7][c:8]([OH:11])[cH:9][cH:10]1.[Cs+:40].[Cs+:41].[O:42]=[CH:43][N:44]([CH3:45])[CH3:46]>>[CH2:1]([CH2:2][CH2:3][CH3:4])[c:5]1[c:6]([O:12][CH2:13][CH2:14][c:15]2[n:16][c:17](-[c:21]3[cH:22][cH:23][cH:24][cH:25][cH:26]3)[o:18][c:19]2[CH3:20])[cH:7][c:8]([O:11][C:28]([C:29](=[O:30])[O:31][CH2:32][CH3:33])([CH3:34])[CH3:35])[cH:9][cH:10]1. The reactants are N\C(\C)=N/OC(=O)C1=C(C(=O)OC)C=CC=C1F ((Z)-Methyl 2-((((1-aminoethylidene)amino)oxy)carbonyl)-3-fluorobenzoate), C(C)(C)[Mg]Cl (i-PrMgCl). Solvent: C1CCOC1 (THF), C1CCOC1 (THF), C1CCOC1 (THF). Run at temperature -78 celsius, time 30 minute. The product is FC=1C(=C(C(=O)O)C=CC1)C1=NC(=NO1)C (3-Fluoro-2-(3-methyl-1,2,4-oxadiazol-5-yl)benzoic acid). The yield is 83.1%. As a reaction SMILES: C([Mg]Cl)(C)C.[NH2:6]/[C:7](=[N:9]\[O:10][C:11]([C:13]1[C:22]([F:23])=[CH:21][CH:20]=[CH:19][C:14]=1[C:15]([O:17]C)=[O:16])=O)/[CH3:8]>C1COCC1>[F:23][C:22]1[C:13]([C:11]2[O:10][N:9]=[C:7]([CH3:8])[N:6]=2)=[C:14]([CH:19]=[CH:20][CH:21]=1)[C:15]([OH:17])=[O:16]. Procedure details: To THF (15 mL) was added 2 M i-PrMgCl in THF (2.2 mL, 4.47 mmol). This mixture was cooled to −78° C. and the product of Step B (1.09 g, 3.58 mmol) was added dropwise in THF (20 mL). The mixture was stirred for 30 min at −78° C. and then CO2 from a lecture bottle was bubbled into the solution for 3 h while allowing the temperature to slowly rise. When the temperature reached −20° C. the dry ice bath was replaced with an ice bath, bubbling of CO2 was ceased and the mixture was allowed to come to r...